From a dataset of the Open Reaction Database (ORD), a public repository of structured organic reaction records. describe an organic reaction: reactants, conditions, products, and yield Reactants: BrC1=CC(=NC=C1)C (4-bromo-2-methyl-pyridine), C(CCC)[Li] (n-butyllithium), CN(C=O)C (N,N dimethylformamide). Run in C1CCOC1 (THF), C1CCOC1 (THF). Reaction conditions: time 5 minute. The product is CC1=NC=CC(=C1)C=O (2-methyl-pyridine-4-carbaldehyde). As a reaction SMILES: C([Li])CCC.Br[C:7]1[CH:12]=[CH:11][N:10]=[C:9]([CH3:13])[CH:8]=1.CN(C)[CH:16]=[O:17]>C1COCC1>[CH3:13][C:9]1[CH:8]=[C:7]([CH:16]=[O:17])[CH:12]=[CH:11][N:10]=1. Procedure: A solution of n-butyllithium (1.6 M solution in hexanes, 6.32 mL, 12.6 mmol) in THF (50 mL) was cooled to −78° C. A solution of 4-bromo-2-methyl-pyridine (2.00 g, 11.6 mmol.) in anhydrous THF (5 mL) was added. The resulting mixture was stirred for 5 minutes, then anhydrous N,N dimethylformamide (3.39 g, 46.4 mmol,) was added. The solution was stirred for 90 min at −78° C. and quenched with saturated aqueous NH4Cl solution (30 mL). The reaction mixture was warmed to room temperature. The mixture ... As a reaction SMILES: CN1C=CC(C(O)=O)=C1.[CH3:10][NH:11][C:12]([C:14]1[CH:18]=[CH:17][NH:16][CH:15]=1)=[O:13].[CH:19]1([N:23]2[CH2:28][CH2:27][CH:26]([O:29][C:30]3[CH:35]=[CH:34][C:33](I)=[CH:32][CH:31]=3)[CH2:25][CH2:24]2)[CH2:22]C[CH2:20]1.IC1C=CC(OC2CCN(C(C)C)CC2)=CC=1>>[CH:19]([N:23]1[CH2:28][CH2:27][CH:26]([O:29][C:30]2[CH:31]=[CH:32][C:33]([N:16]3[CH:17]=[CH:18][C:14]([C:12]([NH:11][CH3:10])=[O:13])=[CH:15]3)=[CH:34][CH:35]=2)[CH2:25][CH2:24]1)([CH3:22])[CH3:20]. Product: C(C)(C)N1CCC(CC1)OC1=CC=C(C=C1)N1C=C(C=C1)C(=O)NC (1-{4-[(1-isopropylpiperidin-4-yl)oxy]phenyl}-N-methyl-1H-pyrrole-3-carboxamide). Starting materials: CN1C=C(C=C1)C(=O)O (methyl 1H-pyrrole-3-carboxylic acid), IC1=CC=C(OC2CCN(CC2)C(C)C)C=C1 (4-(4-iodophenoxy)-1-isopropylpiperidine), CNC(=O)C1=CNC=C1 (N-methyl-1H-pyrrole-3-carboxamide), C1(CCC1)N1CCC(CC1)OC1=CC=C(C=C1)I (1-cyclobutyl-4-(4-iodophenoxy)piperidine). Procedure: The titled compound was prepared as a colorless crystal by repeating the procedure of Example 1, except that the methyl 1H-pyrrole-3-carboxylic acid was replaced by N-methyl-1H-pyrrole-3-carboxamide and the 1-cyclobutyl-4-(4-iodophenoxy)piperidine by 4-(4-iodophenoxy)-1-isopropylpiperidine. Starting materials: ClC1=CC(=NC=N1)C(=O)NC1=CC=C(CNC(OC(C)(C)C)=O)C=C1 (tert-butyl (4-{[(6-chloropyrimidin-4-yl)carbonyl]amino}benzyl)carbamate), ClC1=CC(=NC=N1)C(=O)NC1=CC=C(CNC(OC(C)(C)C)=O)C=C1 (tert-butyl (4-{[(6-chloropyrimidin-4-yl)carbonyl]amino}benzyl)carbamate), C(CC)NCC1CC1 (N-propylcyclopropanemethylamine). Yields the product NCC1=CC=C(C=C1)NC(=O)C1=NC=NC(=C1)N(CCC)CC1CC1 (N-[4-(aminomethyl)phenyl]-6-[(cyclopropylmethyl)(propyl)amino]pyrimidine-4-carboxamide). As a reaction SMILES: Cl[C:2]1[N:7]=[CH:6][N:5]=[C:4]([C:8]([NH:10][C:11]2[CH:25]=[CH:24][C:14]([CH2:15][NH:16]C(=O)OC(C)(C)C)=[CH:13][CH:12]=2)=[O:9])[CH:3]=1.[CH2:26]([NH:29][CH2:30][CH:31]1[CH2:33][CH2:32]1)[CH2:27][CH3:28]>>[NH2:16][CH2:15][C:14]1[CH:13]=[CH:12][C:11]([NH:10][C:8]([C:4]2[CH:3]=[C:2]([N:29]([CH2:30][CH:31]3[CH2:33][CH2:32]3)[CH2:26][CH2:27][CH3:28])[N:7]=[CH:6][N:5]=2)=[O:9])=[CH:25][CH:24]=1. Reported procedure: Following the general method as outlined in Example 72 (Steps 1 and 2), starting from tert-butyl (4-{[(6-chloropyrimidin-4-yl)carbonyl]amino}benzyl)carbamate (Intermediate 22) and N-propylcyclopropanemethylamine (Aldrich), the title compound was obtained as a beige solid after purification by column chromatography (silica) eluting with cyclohexane containing increasing amounts of EtOAc. Reactants: C[Mg]Br.O1CCCC1 (Methylmagnesium bromide tetrahydrofuran), O=C1CN(C1)C(=O)OC(C)(C)C (tert-butyl 3-oxoazetidine-1-carboxylate), [Cl-].[NH4+] (ammonium chloride). Run in O1CCCC1 (tetrahydrofuran). Run at time 90 minute. The product is OC1(CN(C1)C(=O)OC(C)(C)C)C (tert-Butyl 3-hydroxy-3-methylazetidine-1-carboxylate). Yield: 41.0%. Reaction SMILES: C[Mg]Br.O1CCC[CH2:5]1.[O:9]=[C:10]1[CH2:13][N:12]([C:14]([O:16][C:17]([CH3:20])([CH3:19])[CH3:18])=[O:15])[CH2:11]1.[Cl-].[NH4+]>O1CCCC1>[OH:9][C:10]1([CH3:5])[CH2:13][N:12]([C:14]([O:16][C:17]([CH3:20])([CH3:19])[CH3:18])=[O:15])[CH2:11]1 |f:0.1,3.4|. Procedure: Methylmagnesium bromide-tetrahydrofuran solution (1.12 M, 3.90 mL, 4.38 mmol) was added dropwise to tert-butyl 3-oxoazetidine-1-carboxylate (500 mg, 2.92 mmol) in tetrahydrofuran (5 mL) under cooling with ice and stirred for 90 minutes. After addition of saturated aqueous ammonium chloride, the reaction mixture was extracted with ethyl acetate, and the organic layer was dried over anhydrous sodium sulfate and concentrated under reduced pressure. The residue was purified by silica gel column chro... The reactants are N1C=C(C2=CC=CC=C12)/C=C/C(=O)C1=CC(=C(C(=C1)OC)OC)OC ((E)-3-(Indol-3-yl)-1-(3,4,5-trimethoxyphenyl)-2-propen-1-one), Cl.C(C1=CC=NC=C1)(=O)Cl (isonicotinoyl chloride hydrochloride). The product is C(C1=CC=NC=C1)(=O)N1C=C(C2=CC=CC=C12)/C=C/C(=O)C1=CC(=C(C(=C1)OC)OC)OC ((E)-3-(1-Isonicotinoylindol-3-yl)-1-(3,4,5-trimethoxy-phenyl)-2-propen-1-one). The yield is 25.6%. RXN SMILES: [NH:1]1[C:9]2[C:4](=[CH:5][CH:6]=[CH:7][CH:8]=2)[C:3](/[CH:10]=[CH:11]/[C:12]([C:14]2[CH:19]=[C:18]([O:20][CH3:21])[C:17]([O:22][CH3:23])=[C:16]([O:24][CH3:25])[CH:15]=2)=[O:13])=[CH:2]1.Cl.[C:27](Cl)(=[O:34])[C:28]1[CH:33]=[CH:32][N:31]=[CH:30][CH:29]=1>>[C:27]([N:1]1[C:9]2[C:4](=[CH:5][CH:6]=[CH:7][CH:8]=2)[C:3](/[CH:10]=[CH:11]/[C:12]([C:14]2[CH:19]=[C:18]([O:20][CH3:21])[C:17]([O:22][CH3:23])=[C:16]([O:24][CH3:25])[CH:15]=2)=[O:13])=[CH:2]1)(=[O:34])[C:28]1[CH:33]=[CH:32][N:31]=[CH:30][CH:29]=1 |f:1.2|. Procedure details: Substantially the same procedure as in Example 59 was repeated using Compound 1 (1.43 g) obtained in Example 1 and isonicotinoyl chloride hydrochloride (1.51 g) to give Compound 61 (0.48 g).